Dataset: the Open Reaction Database (ORD), a public repository of structured organic reaction records. Task: describe an organic reaction: reactants, conditions, products, and yield Starting materials: CCOP(=O)(Cc1ccc(Nc2ncc(C(F)(F)F)c(Cl)n2)c(OC)c1)OCC, CNC(=O)c1nc(C2CCC(O)CC2)ccc1N, O. Product: CCOP(=O)(Cc1ccc(Nc2ncc(C(F)(F)F)c(Nc3ccc(C4CCC(O)CC4)nc3C(=O)NC)n2)c(OC)c1)OCC. RXN SMILES: [CH2:1]([CH3:2])[O:3][P:4]([O:5][CH2:6][CH3:7])(=[O:8])[CH2:9][c:10]1[cH:11][c:12]([O:28][CH3:29])[c:13]([NH:16][c:17]2[n:18][cH:19][c:20]([C:24]([F:25])([F:26])[F:27])[c:21]([Cl:23])[n:22]2)[cH:14][cH:15]1.[NH2:30][c:31]1[c:32]([C:44](=[O:45])[NH:46][CH3:47])[n:33][c:34]([CH:37]2[CH2:38][CH2:39][CH:40]([OH:43])[CH2:41][CH2:42]2)[cH:35][cH:36]1.[OH2:48]>>[CH2:1]([CH3:2])[O:3][P:4]([O:5][CH2:6][CH3:7])(=[O:8])[CH2:9][c:10]1[cH:11][c:12]([O:28][CH3:29])[c:13]([NH:16][c:17]2[n:18][cH:19][c:20]([C:24]([F:25])([F:26])[F:27])[c:21]([NH:30][c:31]3[c:32]([C:44](=[O:45])[NH:46][CH3:47])[n:33][c:34]([CH:37]4[CH2:38][CH2:39][CH:40]([OH:43])[CH2:41][CH2:42]4)[cH:35][cH:36]3)[n:22]2)[cH:14][cH:15]1. Reactants: CC(CC1CCC=2NC(=CC21)C(=O)OC)(C)C2=CC=CC=C2 (methyl 4-(2-methyl-2-phenylpropyl)-1,4,5,6-tetrahydrocyclopenta[b]pyrrole-2-carboxylate), O.[OH-].[Li+] (lithium hydroxide monohydrate). Yields the product CC(CC1CCC=2NC(=CC21)C(=O)O)(C)C2=CC=CC=C2 (4-(2-methyl-2-phenylpropyl)-1,4,5,6-tetrahydrocyclopenta[b]pyrrole-2-carboxylic acid). Isolated yield 2.6%. RXN SMILES: [CH3:1][C:2]([C:17]1[CH:22]=[CH:21][CH:20]=[CH:19][CH:18]=1)([CH3:16])[CH2:3][CH:4]1[C:11]2[CH:10]=[C:9]([C:12]([O:14]C)=[O:13])[NH:8][C:7]=2[CH2:6][CH2:5]1.O.[OH-].[Li+]>>[CH3:16][C:2]([C:17]1[CH:18]=[CH:19][CH:20]=[CH:21][CH:22]=1)([CH3:1])[CH2:3][CH:4]1[C:11]2[CH:10]=[C:9]([C:12]([OH:14])=[O:13])[NH:8][C:7]=2[CH2:6][CH2:5]1 |f:1.2.3|. Procedure details: The title compound was synthesized from methyl 4-(2-methyl-2-phenylpropyl)-1,4,5,6-tetrahydrocyclopenta[b]pyrrole-2-carboxylate (0.10 g, 0.33 mmol) and lithium hydroxide monohydrate (142 mg, 3.3 mmol) according to General Procedure 7. Silica gel was added, the solvent stripped off and the silica gel-imbedded material was purified by flash chromatography (0-100% EtOAc/Heptane) to give 4-(2-methyl-2-phenylpropyl)-1,4,5,6-tetrahydrocyclopenta[b]pyrrole-2-carboxylic acid (35) as a reddish brown soli... Reactants: BrBr (Bromine), C(C)(=O)NC(=S)N (N-acetylthiourea), FC=1C=C(C=CC1S(=O)(=O)C)CC(C)=O (1-(3-Fluoro-4-methanesulfonyl-phenyl)-propan-2-one), BrC(C(C)=O)C1=CC(=C(C=C1)S(=O)(=O)C)F (1-bromo-1-(3-fluoro-4-methanesulfonyl-phenyl)-propan-2-one). Run in O1CCOCC1 (dioxane), C(C)O (ethanol). Run at temperature 10 celsius, time 15 minute. Yields the product FC=1C=C(C=CC1S(=O)(=O)C)C1=C(N=C(S1)NC(C)=O)C (N-[5-(3-Fluoro-4-methanesulfonyl-phenyl)-4-methyl-thiazol-2-yl]-acetamide). RXN SMILES: [F:1][C:2]1[CH:3]=[C:4]([CH2:12][C:13](=O)[CH3:14])[CH:5]=[CH:6][C:7]=1[S:8]([CH3:11])(=[O:10])=[O:9].BrBr.BrC(C1C=CC(S(C)(=O)=O)=C(F)C=1)C(=O)C.[C:34]([NH:37][C:38]([NH2:40])=[S:39])(=[O:36])[CH3:35]>O1CCOCC1.C(O)C>[F:1][C:2]1[CH:3]=[C:4]([C:12]2[S:39][C:38]([NH:37][C:34](=[O:36])[CH3:35])=[N:40][C:13]=2[CH3:14])[CH:5]=[CH:6][C:7]=1[S:8]([CH3:11])(=[O:10])=[O:9]. Reported procedure: 1-(3-Fluoro-4-methanesulfonyl-phenyl)-propan-2-one (Example 64c) (1.0 g, 4.34 mmol) is dissolved in dioxane (35 ml) and the solution is cooled to 10° C. at which point the mixture is semi frozen. Bromine (0.067 ml, 1.2 mmol, 0.3 eq.) is added slowly and the mixture is stirred for an additional 15 min in a semi frozen state. The mixture is then allowed to warm to room temperature and the solvent is removed to give a brown oil containing starting material and 1-bromo-1-(3-fluoro-4-methanesulfonyl-... Reactants: ClCCCC1(OCCO1)C1=C(C=C(C=C1)F)C (4-chloro-1-(2-methyl-4-fluorophenyl)-1,1-ethylenedioxybutane), FC(C=1C=C(C=CC1)C1(CCNCC1)O)(F)F (4-(3-trifluoromethylphenyl)-4-hydroxypiperidine), C([O-])([O-])=O.[K+].[K+] (potassium carbonate), [I-].[K+] (potassium iodide), ice water. The solvent is CN(C=O)C (dimethylformamide). Product: CC1=C(C(=O)CCCN2CCC(CC2)(O)C2=CC(=CC=C2)C(F)(F)F)C=CC(=C1)F (1-[γ-(2-methyl-4-flourobenzoyl)-propyl]-4-(3-trifluoromethylphenyl)-4-hydroxypiperidine). RXN SMILES: Cl[CH2:2][CH2:3][CH2:4][C:5]1([C:10]2[CH:15]=[CH:14][C:13]([F:16])=[CH:12][C:11]=2[CH3:17])[O:9]CCO1.[F:18][C:19]([F:34])([F:33])[C:20]1[CH:21]=[C:22]([C:26]2([OH:32])[CH2:31][CH2:30][NH:29][CH2:28][CH2:27]2)[CH:23]=[CH:24][CH:25]=1.C(=O)([O-])[O-].[K+].[K+].[I-].[K+]>CN(C)C=O>[CH3:17][C:11]1[CH:12]=[C:13]([F:16])[CH:14]=[CH:15][C:10]=1[C:5]([CH2:4][CH2:3][CH2:2][N:29]1[CH2:28][CH2:27][C:26]([C:22]2[CH:23]=[CH:24][CH:25]=[C:20]([C:19]([F:18])([F:33])[F:34])[CH:21]=2)([OH:32])[CH2:31][CH2:30]1)=[O:9] |f:2.3.4,5.6|. Procedure: A mixture of 3 g of 4-chloro-1-(2-methyl-4-fluorophenyl)-1,1-ethylenedioxybutane, 2.5 g of 4-(3-trifluoromethylphenyl)-4-hydroxypiperidine, 1,4 g of anhydrous potassium carbonate, 0.05 g of potassium iodide and 30 ml of dimethylformamide was refluxed for 3 hours. The resulting mixture was poured into ice water and was extracted with ethyl acetate. The extract was washed with water, dried over anhydrous sodium sulfate and concentrated in vacuo. To the residual oil were added 60 ml of methanol, 21... Reactants: [BH3-]C#N, ClCCl, CO, O=Cc1ccc(OC(F)(F)F)cc1, [Na+], [Na+], Oc1ccc(N2CCNCC2)cc1, O=C([O-])O. Yields the product Oc1ccc(N2CCN(Cc3ccc(OC(F)(F)F)cc3)CC2)cc1. As a reaction SMILES: [C:27]([BH3-:28])#[N:29].[CH2:38]([Cl:39])[Cl:40].[CH3:36][OH:37].[F:14][C:15]([O:16][c:17]1[cH:18][cH:19][c:20]([CH:21]=[O:22])[cH:23][cH:24]1)([F:25])[F:26].[Na+:30].[Na+:31].[OH:1][c:2]1[cH:3][cH:4][c:5]([N:8]2[CH2:9][CH2:10][NH:11][CH2:12][CH2:13]2)[cH:6][cH:7]1.[OH:32][C:33](=[O:34])[O-:35]>>[OH:1][c:2]1[cH:3][cH:4][c:5]([N:8]2[CH2:9][CH2:10][N:11]([CH2:21][c:20]3[cH:19][cH:18][c:17]([O:16][C:15]([F:14])([F:25])[F:26])[cH:24][cH:23]3)[CH2:12][CH2:13]2)[cH:6][cH:7]1. Reactants: O=C([O-])[O-], CCOC(=O)C(CO)CCBr, CN(C)C=O, [K+], [K+], Nc1nc(Cl)c2[nH]cnc2n1. Product: CCOC(=O)C(CO)CCn1cnc2c(Cl)nc(N)nc21. As a reaction SMILES: [C:23](=[O:24])([O-:25])[O-:26].[CH2:12]([CH3:13])[O:14][C:15]([CH:16]([CH2:17][CH2:18][Br:19])[CH2:20][OH:21])=[O:22].[CH3:29][N:30]([CH3:31])[CH:32]=[O:33].[K+:27].[K+:28].[NH2:1][c:2]1[n:3][c:4]([Cl:11])[c:5]2[nH:6][cH:7][n:8][c:9]2[n:10]1>>[NH2:1][c:2]1[n:3][c:4]([Cl:11])[c:5]2[n:6][cH:7][n:8]([CH2:18][CH2:17][CH:16]([C:15]([O:14][CH2:12][CH3:13])=[O:22])[CH2:20][OH:21])[c:9]2[n:10]1.